From a dataset of the Open Reaction Database (ORD), a public repository of structured organic reaction records. describe an organic reaction: reactants, conditions, products, and yield The reactants are C=CCN, CCO, O=C(O)C1CSc2ccccc2O1. Product: C=CCNC(=O)C1CSc2ccccc2O1. Reaction SMILES: [CH2:14]([CH:15]=[CH2:16])[NH2:17].[CH3:18][CH2:19][OH:20].[O:1]1[CH:2]([C:11](=[O:12])[OH:13])[CH2:3][S:4][c:5]2[c:6]1[cH:7][cH:8][cH:9][cH:10]2>>[O:1]1[CH:2]([C:11](=[O:13])[NH:17][CH2:14][CH:15]=[CH2:16])[CH2:3][S:4][c:5]2[c:6]1[cH:7][cH:8][cH:9][cH:10]2. Starting materials: BrC1=C(N=C(S1)CBr)C1=CC=C(C=C1)OC (5-Bromo-2-bromomethyl-4-(4-methoxy-phenyl)-thiazole), C1CC(=O)N(C1=O)Br (NBS), CC(C)(C#N)N=NC(C)(C)C#N (AIBN). The solvent is C(Cl)(Cl)(Cl)Cl (CCl4). Reaction conditions: temperature 100 celsius. Product: BrC1=C(N=C(S1)C)C1=CC=C(C=C1)OC (5-Bromo-4-(4-methoxy-phenyl)-2-methyl-thiazole). The yield is 57.9%. RXN SMILES: [Br:1][C:2]1[S:6][C:5]([CH2:7]Br)=[N:4][C:3]=1[C:9]1[CH:14]=[CH:13][C:12]([O:15][CH3:16])=[CH:11][CH:10]=1.C1C(=O)N(Br)C(=O)C1.CC(N=NC(C#N)(C)C)(C#N)C>C(Cl)(Cl)(Cl)Cl>[Br:1][C:2]1[S:6][C:5]([CH3:7])=[N:4][C:3]=1[C:9]1[CH:14]=[CH:13][C:12]([O:15][CH3:16])=[CH:11][CH:10]=1. Procedure: To the solution of 5-Bromo-2-bromomethyl-4-(4-methoxy-phenyl)-thiazole (5.0 g, 24.3 mmol) in the 20 ml of CCl4 was added NBS (4.32 g, 24.3 mmol) and AIBN (0.4 g, 2.43 mmol). The reaction mixture was heated at 100° C. for 2 h under nitrogen atmosphere. After the completion of the reaction mixture (TLC monitoring), the reaction mixture was evaporated to dryness under reduced pressure and the residue was purified by column chromatography on silica (230-400 M) using 1% ethyl acetate/hexane eluent to... Starting materials: C([O-])(O)=O.[Na+] (sodium bicarbonate), CC(=O)[C@@]1(CC=2C(=C(C3=C(C2O)C(=O)C4=CC=CC(=C4C3=O)OC)O)[C@H](C1)O)O (daunomycinone), FC(C(=O)N[C@H]1CC(O[C@H](C1)C)Cl)(F)F (2,3,4,6-tetradeoxy-3-trifluoroacetamido-L-threo-hexopyranosyl chloride), AgSO3CF3. Solvent: C(Cl)Cl (methylene dichloride), C(C)OCC (diethyl ether), [OH-].[Na+] (sodium hydroxide). Run at time 2 hour. The product is C[C@@H]1C[C@@H](C[C@H](O1)O[C@H]2C[C@@](CC3=C(C4=C(C(=C23)O)C(=O)C5=C(C4=O)C=CC=C5OC)O)(C(=O)C)O)N.Cl (4'-deoxy-daunomycin). Reaction SMILES: [CH3:1][C:2]([C@@:4]1([OH:29])[CH2:27][C@H:26]([OH:28])[C:7]2=[C:8]([OH:25])[C:9]3[C:21](=[O:22])[C:20]4[C:15](=[CH:16][CH:17]=[CH:18][C:19]=4[O:23][CH3:24])[C:13](=[O:14])[C:10]=3[C:11]([OH:12])=[C:6]2[CH2:5]1)=[O:3].FC(F)(F)C([NH:34][C@@H:35]1[CH2:40][C@H:39]([CH3:41])[O:38][CH:37]([Cl:42])[CH2:36]1)=O.C(=O)(O)[O-].[Na+]>C(Cl)Cl.C(OCC)C.[OH-].[Na+]>[CH3:41][C@H:39]1[O:38][C@H:37]([O:28][C@@H:26]2[C:7]3[C:6](=[C:11]([OH:12])[C:10]4[C:13](=[O:14])[C:15]5[CH:16]=[CH:17][CH:18]=[C:19]([O:23][CH3:24])[C:20]=5[C:21](=[O:22])[C:9]=4[C:8]=3[OH:25])[CH2:5][C@@:4]([OH:29])([C:2]([CH3:1])=[O:3])[CH2:27]2)[CH2:36][C@@H:35]([NH2:34])[CH2:40]1.[ClH:42] |f:2.3,6.7,8.9|. Reported procedure: A solution of 1.5 g of daunomycinone in 150 ml of anhydrous methylene dichloride containing 0.75 g of 2,3,4,6-tetradeoxy-3-trifluoroacetamido-L-threo-hexopyranosyl chloride (II), was vigorously stirred in the presence of 10 g of molecular sieve (4 A Merck) and 0.77 g of AgSO3CF3 in 20 ml of anhydrous diethyl ether. After two hours at room temperature, the reaction mixture was neutralized with a saturated aqueous solution of sodium bicarbonate and the organic phase, after being separated, was eva... Starting materials: FC(C(=O)NC1=CC=C(C=C1)NC(=O)N(CC1=CC=NC=C1)C)(F)F (1-(p-trifluoroacetamidophenyl)-3-methyl-3-(4-pyridylmethyl)urea), CC(=O)C (acetone), C(C)I (ethyl iodide), CC(=O)C (acetone). Run in O (water), O (water). Conditions: time 8 hour. The product is C(C)NC1=CC=C(C=C1)NC(=O)NCC1(CC=NC=C1)C (1-(p-ethylaminophenyl)-4-methyl-3-(4-pyridylmethyl)urea). As a reaction SMILES: F[C:2](F)(F)[C:3]([NH:5][C:6]1[CH:11]=[CH:10][C:9]([NH:12][C:13]([N:15](C)[CH2:16][C:17]2[CH:22]=[CH:21][N:20]=[CH:19][CH:18]=2)=[O:14])=[CH:8][CH:7]=1)=O.[CH2:26](I)C.CC(C)=O>O>[CH2:3]([NH:5][C:6]1[CH:7]=[CH:8][C:9]([NH:12][C:13]([NH:15][CH2:16][C:17]2([CH3:26])[CH:18]=[CH:19][N:20]=[CH:21][CH2:22]2)=[O:14])=[CH:10][CH:11]=1)[CH3:2]. Procedure: To 2.89 gms. (0.01 mole) of 1-(p-trifluoroacetamidophenyl)-3-methyl-3-(4-pyridylmethyl)urea [prepared by reacting 1-(p-aminophenyl)-3-methyl-3-(4-pyridylmethyl)urea (Example 6., supra.) with trifluoroacetic anhydride (method of Hickenbottom, Reactions of Organic Compounds, Longmans, London, 1963)] there is added 6.24 gms. (0.04 mole) of ethyl iodide in 50 ml. of dry acetone. The acetone is then stripped and the residue added to 50 ml. of water. The aqueous mixture is warmed to reflux for about 3...